describe an organic reaction: reactants, conditions, products, and yield From a dataset of the Open Reaction Database (ORD), a public repository of structured organic reaction records. Reactants: O[C@@H]1CC[C@H](CC1)N1C(C2(CC1)CCNCC2)=O (2-(trans-4-hydroxycyclohexyl)-2,8-diazaspiro[4.5]decan-1-one), FC1=CC=C(C#N)C=C1 (4-fluorobenzonitrile), C(C)(C)N(C(C)C)CC (N,N-diisopropylethylamine). The solvent is CN1C(CCC1)=O (N-methylpyrrolidinone), CO (methanol). Yields the product O[C@@H]1CC[C@H](CC1)N1C(C2(CC1)CCN(CC2)C2=CC=C(C#N)C=C2)=O (4-[2-(trans-4-hydroxycyclohexyl)-1-oxo-2,8-diazaspiro[4.5]dec-8-yl]benzonitrile). Reaction SMILES: [OH:1][C@H:2]1[CH2:7][CH2:6][C@H:5]([N:8]2[CH2:12][CH2:11][C:10]3([CH2:17][CH2:16][NH:15][CH2:14][CH2:13]3)[C:9]2=[O:18])[CH2:4][CH2:3]1.F[C:20]1[CH:27]=[CH:26][C:23]([C:24]#[N:25])=[CH:22][CH:21]=1.C(N(CC)C(C)C)(C)C>CN1CCCC1=O.CO>[OH:1][C@H:2]1[CH2:3][CH2:4][C@H:5]([N:8]2[CH2:12][CH2:11][C:10]3([CH2:17][CH2:16][N:15]([C:20]4[CH:27]=[CH:26][C:23]([C:24]#[N:25])=[CH:22][CH:21]=4)[CH2:14][CH2:13]3)[C:9]2=[O:18])[CH2:6][CH2:7]1. Procedure details: A mixture of 2-(trans-4-hydroxycyclohexyl)-2,8-diazaspiro[4.5]decan-1-one (20 mg, 0.00008 mol), 4-fluorobenzonitrile (12.3 mg, 0.000102 mol) and N,N-diisopropylethylamine (44 μL, 0.00025 mol) in N-methylpyrrolidinone (0.5 mL) was irradiated under microwave at 200° C. for 15 min. The mixture was diluted with methanol (1.3 mL), and purified by Prep-HPLC to give 4-[2-(trans-4-hydroxycyclohexyl)-1-oxo-2,8-diazaspiro[4.5]dec-8-yl]benzonitrile. LCMS: (M+H)+=354.2. Reactants: ClC=1C=C(C=C(C1)Cl)C1=C(C=O)C=CC=N1 (2-(3,5-dichlorophenyl)nicotinaldehyde), C(C=1C=NC=CC1)C=1C=NC=CC1 (3,3′-methylenedipyridine), C(C)(C)[N-]C(C)C.[Li+] (lithium diisopropylamide), solution. The solvent is C1CCOC1 (THF), C1CCOC1 (THF), C1CCCCC1 (cyclohexane). Run at temperature -78 celsius, time 30 minute. Yields the product ClC=1C=C(C=C(C1)Cl)C1=NC=CC=C1C(C(C=1C=NC=CC1)C=1C=NC=CC1)O (racemic 1-[2-(3,5-dichlorophenyl)pyridin-3-yl]-2,2-dipyridin-3-ylethanol). As a reaction SMILES: [CH2:1]([C:8]1[CH:9]=[N:10][CH:11]=[CH:12][CH:13]=1)[C:2]1[CH:3]=[N:4][CH:5]=[CH:6][CH:7]=1.C([N-]C(C)C)(C)C.[Li+].[Cl:22][C:23]1[CH:24]=[C:25]([C:30]2[N:37]=[CH:36][CH:35]=[CH:34][C:31]=2[CH:32]=[O:33])[CH:26]=[C:27]([Cl:29])[CH:28]=1>C1COCC1.C1CCCCC1>[Cl:22][C:23]1[CH:24]=[C:25]([C:30]2[C:31]([CH:32]([OH:33])[CH:1]([C:8]3[CH:9]=[N:10][CH:11]=[CH:12][CH:13]=3)[C:2]3[CH:3]=[N:4][CH:5]=[CH:6][CH:7]=3)=[CH:34][CH:35]=[CH:36][N:37]=2)[CH:26]=[C:27]([Cl:29])[CH:28]=1 |f:1.2|. Reported procedure: A solution of 3,3′-methylenedipyridine (340 mg, 1.99 mmol) in THF (20 mL) at −78° C. was treated with lithium diisopropylamide (2.65 mL of a 1.5 M solution of the mono-THF complex in cyclohexane, 3.98 mmol) dropwise. After stirring at −78° C. for 30 min, 2-(3,5-dichlorophenyl)nicotinaldehyde (500 mg as a solution in 6 mL THF, 1.99 mmol) was added dropwise via syringe. The reaction mixture was stirred for 1 h at −78° C., warmed to 0° C. over 5 min, then quenched with the addition of 100 mL H2O. T... Starting materials: Cl (Hydrogen chloride), O[C@H]1CC[C@H](CC1)N1C(C2(CC1)CN(CCC2)C(=O)OC(C)(C)C)=O (tert-butyl 2-(cis-4-hydroxycyclohexyl)-1-oxo-2,7-diazaspiro[4.5]decane-7-carboxylate). Solvent: C(C)(=O)OCC (ethyl acetate). Reaction conditions: time 1 hour. Product: Cl.O[C@H]1CC[C@H](CC1)N1C(C2(CC1)CNCCC2)=O (2-(cis-4-hydroxycyclohexyl)-2,7-diazaspiro[4.5]decan-1-one hydrochloride). Reaction SMILES: [ClH:1].[OH:2][C@@H:3]1[CH2:8][CH2:7][C@H:6]([N:9]2[CH2:13][CH2:12][C:11]3([CH2:18][CH2:17][CH2:16][N:15](C(OC(C)(C)C)=O)[CH2:14]3)[C:10]2=[O:26])[CH2:5][CH2:4]1>C(OCC)(=O)C>[ClH:1].[OH:2][C@@H:3]1[CH2:8][CH2:7][C@H:6]([N:9]2[CH2:13][CH2:12][C:11]3([CH2:18][CH2:17][CH2:16][NH:15][CH2:14]3)[C:10]2=[O:26])[CH2:5][CH2:4]1 |f:3.4|. Reported procedure: Hydrogen chloride (2.0 mL, 4.0 M in 1,4-dioxane) was added to a solution of tert-butyl 2-(cis-4-hydroxycyclohexyl)-1-oxo-2,7-diazaspiro[4.5]decane-7-carboxylate (0.10 g) in ethyl acetate (0.5 mL) at room temperature and the mixture was stirred for 1 h. The solvent was then removed under vacuum to give the product. LC-MS: 253.2 (M+H)+.